Dataset: the Open Reaction Database (ORD), a public repository of structured organic reaction records. Task: describe an organic reaction: reactants, conditions, products, and yield Yields the product OC(CCC1OCCO1)c1ccccc1C(F)(F)F. The reactants are BrCCC1OCCO1, C1CCOC1, [Cl-], O=Cc1ccccc1C(F)(F)F, [Mg], [NH4+]. RXN SMILES: [Br:2][CH2:3][CH2:4][CH:5]1[O:6][CH2:7][CH2:8][O:9]1.[CH2:24]1[O:25][CH2:26][CH2:27][CH2:28]1.[Cl-:22].[F:10][C:11]([c:12]1[c:13]([CH:14]=[O:15])[cH:16][cH:17][cH:18][cH:19]1)([F:20])[F:21].[Mg:1].[NH4+:23]>>[CH2:3]([CH2:4][CH:5]1[O:6][CH2:7][CH2:8][O:9]1)[CH:14]([c:13]1[c:12]([C:11]([F:10])([F:20])[F:21])[cH:19][cH:18][cH:17][cH:16]1)[OH:15]. Reactants: C1(=CC=CC=C1)C (toluene), CN(C)C1=NC(=CC=C1)Br (6-bromo-2-N,N-dimethylaminopyridine), C([O-])([O-])=O.[Na+].[Na+] (sodium carbonate), [Si](C)(C)(C(C)(C)C)O[C@@H]([C@@H](OC1=CC=C(C=C1)B(O)O)C)CCC=1C=NC=CC1 ((1S,2R)-4-[2-(tert-butyldimethylsilanyloxy)-1-methyl-4-pyridin-3-yl-butoxy]benzeneboronic acid). Reagents/catalysts: C=1C=CC(=CC1)[P](C=2C=CC=CC2)(C=3C=CC=CC3)[Pd]([P](C=4C=CC=CC4)(C=5C=CC=CC5)C=6C=CC=CC6)([P](C=7C=CC=CC7)(C=8C=CC=CC8)C=9C=CC=CC9)[P](C=1C=CC=CC1)(C=1C=CC=CC1)C=1C=CC=CC1 (tetrakis(triphenylphosphine)palladium(0)). The solvent is C(C)O (ethanol). Run at temperature 120 celsius. Yields the product CN(C1=CC=CC(=N1)C1=CC=C(O[C@H]([C@@H](CCC=2C=NC=CC2)O)C)C=C1)C ((3R,4S)-4-[4-(6-Dimethylaminopyridin-2-yl)phenoxy]-1-pyridin-3-ylpentan-3-ol). Isolated yield 50.1%. Reaction SMILES: C1(C)C=CC=CC=1.C(=O)([O-])[O-].[Na+].[Na+].[Si]([O:21][C@H:22]([CH2:35][CH2:36][C:37]1[CH:38]=[N:39][CH:40]=[CH:41][CH:42]=1)[C@H:23]([CH3:34])[O:24][C:25]1[CH:30]=[CH:29][C:28](B(O)O)=[CH:27][CH:26]=1)(C(C)(C)C)(C)C.[CH3:43][N:44]([C:46]1[CH:51]=[CH:50][CH:49]=[C:48](Br)[N:47]=1)[CH3:45]>C1C=CC([P]([Pd]([P](C2C=CC=CC=2)(C2C=CC=CC=2)C2C=CC=CC=2)([P](C2C=CC=CC=2)(C2C=CC=CC=2)C2C=CC=CC=2)[P](C2C=CC=CC=2)(C2C=CC=CC=2)C2C=CC=CC=2)(C2C=CC=CC=2)C2C=CC=CC=2)=CC=1.C(O)C>[CH3:43][N:44]([CH3:45])[C:46]1[N:47]=[C:48]([C:28]2[CH:27]=[CH:26][C:25]([O:24][C@@H:23]([CH3:34])[C@H:22]([OH:21])[CH2:35][CH2:36][C:37]3[CH:38]=[N:39][CH:40]=[CH:41][CH:42]=3)=[CH:30][CH:29]=2)[CH:49]=[CH:50][CH:51]=1 |f:1.2.3,^1:56,58,77,96|. Procedure: Prepared according to the method described in Example 15g) from toluene (4 ml), 2M aqueous sodium carbonate (0.5 ml), (1S,2R)-4-[2-(tert-butyldimethylsilanyloxy)-1-methyl-4-pyridin-3-yl-butoxy]benzeneboronic acid (0.200 g, Example 15f)), ethanol (1 ml), 6-bromo-2-N,N-dimethylaminopyridine (0.201 g, Example 18a)) and tetrakis(triphenylphosphine)palladium(0) (0.020 g) with heating at 120° C. for 4 hours. The product was purified by normal-phase HPLC eluting with a gradient of 0-25% ethanol in dich... Reactants: ClC1=NC(=NC=C1C#N)C1=CC=C(C=C1)OCCCCC (4-chloro-5-cyano-2-(4-n-pentyloxyphenyl)-pyrimidine). As a reaction SMILES: Cl[C:2]1[C:7]([C:8]#[N:9])=[CH:6][N:5]=[C:4]([C:10]2[CH:15]=[CH:14][C:13]([O:16][CH2:17][CH2:18][CH2:19][CH2:20][CH3:21])=[CH:12][CH:11]=2)[N:3]=1>[Zn].O1CCOCC1>[C:8]([C:7]1[CH:6]=[N:5][C:4]([C:10]2[CH:15]=[CH:14][C:13]([O:16][CH2:17][CH2:18][CH2:19][CH2:20][CH3:21])=[CH:12][CH:11]=2)=[N:3][CH:2]=1)#[N:9]. The solvent is O1CCOCC1 (dioxane). Product: C(#N)C=1C=NC(=NC1)C1=CC=C(C=C1)OCCCCC (5-cyano-2-(4-n-pentyloxyphenyl)-pyrimidine). Reagents/catalysts: [Zn] (zinc). Procedure details: 6.0 G. of 4-chloro-5-cyano-2-(4-n-pentyloxyphenyl)-pyrimidine are reacted in 260 ml. of 50% dioxane with 23.0 g. of pre-treated zinc dust and worked up after the reaction in a manner analogous to that described in Example 13. There is obtained 5-cyano-2-(4-n-pentyloxyphenyl)-pyrimidine as colorless crystals having a melting point of 98.0°-98.1° C. (smectic); nematic at 102.1° C; clearing point 133.2° C.